This data is from the Open Reaction Database (ORD), a public repository of structured organic reaction records. The task is: describe an organic reaction: reactants, conditions, products, and yield The reactants are NC(CO)C1=CC(=C(C=C1)F)F (2-amino-2-(3,4-difluorophenyl)-ethanol), FC1=C(COC=2C=3N(C=CC2)C(=C(N3)C)C(=O)O)C(=CC=C1)F (8-[(2,6-difluorobenzyl)oxy]-2-methylimidazo[1,2-a]pyridine-3-carboxylic acid), F[B-](F)(F)F.N1(N=NC2=C1C=CC=C2)O[C+](N(C)C)N(C)C ((benzotriazol-1-yloxy)bisdimethylaminomethylium fluoroborate), CN1CCOCC1 (4-methylmorpholine). Solvent: ClCCl (dichloromethane). Run at time 10 minute. The product is FC1=C(COC=2C=3N(C=CC2)C(=C(N3)C)C(=O)NC(CO)C3=CC(=C(C=C3)F)F)C(=CC=C1)F (rac-8-[(2,6-Difluorobenzyl)oxy]-N-[1-(3,4-difluorophenyl)-2-hydroxyethyl]-2-methylimidazo[1,2-a]pyridine-3-carboxamide). Yield: 3.4%. RXN SMILES: [F:1][C:2]1[CH:22]=[CH:21][CH:20]=[C:19]([F:23])[C:3]=1[CH2:4][O:5][C:6]1[C:7]2[N:8]([C:12]([C:16](O)=[O:17])=[C:13]([CH3:15])[N:14]=2)[CH:9]=[CH:10][CH:11]=1.F[B-](F)(F)F.N1(O[C+](N(C)C)N(C)C)C2C=CC=CC=2N=N1.CN1CCOCC1.[NH2:53][CH:54]([C:57]1[CH:62]=[CH:61][C:60]([F:63])=[C:59]([F:64])[CH:58]=1)[CH2:55][OH:56]>ClCCl>[F:23][C:19]1[CH:20]=[CH:21][CH:22]=[C:2]([F:1])[C:3]=1[CH2:4][O:5][C:6]1[C:7]2[N:8]([C:12]([C:16]([NH:53][CH:54]([C:57]3[CH:62]=[CH:61][C:60]([F:63])=[C:59]([F:64])[CH:58]=3)[CH2:55][OH:56])=[O:17])=[C:13]([CH3:15])[N:14]=2)[CH:9]=[CH:10][CH:11]=1 |f:1.2|. Procedure details: 100 mg (0.31 mmol) of 8-[(2,6-difluorobenzyl)oxy]-2-methylimidazo[1,2-a]pyridine-3-carboxylic acid, 111 mg (0.35 mmol) of (benzotriazol-1-yloxy)bisdimethylaminomethylium fluoroborate (TBTU) and 159 mg (1.57 mmol) of 4-methylmorpholine were initially charged in 2.0 ml of dichloromethane. After 10 min at RT, 142 mg (0.35 mmol) of 2-amino-2-(3,4-difluorophenyl)-ethanol were added and the mixture was stirred at room temperature overnight. The reaction solution was concentrated, and acetonitrile/meth... Starting materials: FN(S(=O)(=O)C1=CC=C(C=C1)C)CC(C)(C)C (N-fluoro-N-neopentyl-p-toluenesulfonamide), Cl (HCl), CC1C(N(C2=NC=CC=C21)C2=CC=CC=C2)=O (1,3-dihydro-3-methyl-1-phenyl-2H-pyrrolo[2,3-b]-pyridin-2-one), [H-].[Na+] (sodium hydride). Solvent: ClCCl (dichloromethane), C1CCOC1 (THF), C1CCOC1 (THF). Run at time 30 minute. The product is FC1(C(N(C2=NC=CC=C21)C2=CC=CC=C2)=O)C (1,3-Dihydro-3-fluoro-3-methyl-1-phenyl-2H-pyrrolo [2,3-b]pyridin-2-one), solid. As a reaction SMILES: [CH3:1][CH:2]1[C:10]2[C:5](=[N:6][CH:7]=[CH:8][CH:9]=2)[N:4]([C:11]2[CH:16]=[CH:15][CH:14]=[CH:13][CH:12]=2)[C:3]1=[O:17].[H-].[Na+].[F:20]N(CC(C)(C)C)S(C1C=CC(C)=CC=1)(=O)=O.Cl>C1COCC1.ClCCl>[F:20][C:2]1([CH3:1])[C:10]2[C:5](=[N:6][CH:7]=[CH:8][CH:9]=2)[N:4]([C:11]2[CH:16]=[CH:15][CH:14]=[CH:13][CH:12]=2)[C:3]1=[O:17] |f:1.2|. Reported procedure: Add 1,3-dihydro-3-methyl-1-phenyl-2H-pyrrolo[2,3-b]-pyridin-2-one (H) (3.0 g, 0.013 mole) portionwise to sodium hydride (0.63 g of 60% NaH in oil, 0.015 mole, washed with hexane) in dry THF (35 mL) at 10° C. under a N2 atmosphere. Stir for 30 minutes at room temperature, and then recool to 10° C. Add N-fluoro-N-neopentyl-p-toluenesulfonamide (4.1 g, 0.015 mole) in dry THF (30 mL) dropwise over 10 minutes. Warm reaction mixture up to room temperature slowly, and stir for 16 hours. Pour onto ice/w... Starting materials: FC1=C(C=CC=C1)S(=O)(=O)NC1=CC=C2C3C(COC2=C1C(=O)O)C3 ((1aRS,7bSR)-5-(2-fluorobenzenesulfonylamino)-1,1a,2,7b-tetrahydrocyclopropa-[c]chromene-4-carboxylic acid), FC1=C(C=CC=C1)S(=O)(=O)NC1=CC=C2C3C(COC2=C1C(=O)O)C3 ((1aRS,7bSR)-5-(2-fluorobenzenesulfonylamino)-1,1a,2,7b-tetrahydrocyclopropa-[c]chromene-4-carboxylic acid), C(C)N1[C@@H](CCC1)CCN (2-((S)-1-ethylpyrrolidin-2-yl)ethylamine), C(C)N1[C@@H](CCC1)CCN (2-((S)-1-ethylpyrrolidin-2-yl)ethylamine). The solvent is C(C)N(CC)CC (triethylamine). Conditions: temperature 140 celsius. Yields the product C(C)N1[C@@H](CCC1)CCNC1=C(C=CC=C1)S(=O)(=O)NC1=CC=C2C3C(COC2=C1C(=O)O)C3 ((1aRS,7bSR)-5-{2-[2-((S)-1-ethylpyrrolidin-2-yl)ethylamino]benzenesulfonylamino}-1,1a,2,7b-tetrahydrocyclopropa[c]chromene-4-carboxylic acid). Yield: 16.5%. As a reaction SMILES: F[C:2]1[CH:7]=[CH:6][CH:5]=[CH:4][C:3]=1[S:8]([NH:11][C:12]1[C:21]([C:22]([OH:24])=[O:23])=[C:20]2[C:15]([CH:16]3[CH2:25][CH:17]3[CH2:18][O:19]2)=[CH:14][CH:13]=1)(=[O:10])=[O:9].[CH2:26]([N:28]1[CH2:32][CH2:31][CH2:30][C@H:29]1[CH2:33][CH2:34][NH2:35])[CH3:27]>C(N(CC)CC)C>[CH2:26]([N:28]1[CH2:32][CH2:31][CH2:30][C@H:29]1[CH2:33][CH2:34][NH:35][C:2]1[CH:7]=[CH:6][CH:5]=[CH:4][C:3]=1[S:8]([NH:11][C:12]1[C:21]([C:22]([OH:24])=[O:23])=[C:20]2[C:15]([CH:16]3[CH2:25][CH:17]3[CH2:18][O:19]2)=[CH:14][CH:13]=1)(=[O:10])=[O:9])[CH3:27]. Procedure: A mixture of (1aRS,7bSR)-5-(2-fluorobenzenesulfonylamino)-1,1a,2,7b-tetrahydrocyclopropa-[c]chromene-4-carboxylic acid (Intermediate 67, 0.1 g), 2-((S)-1-ethylpyrrolidin-2-yl)ethylamine (Intermediate 136, 0.5 g) and triethylamine (0.5 mL) was stirred and heated in a sealed tube at 140° C. overnight. After cooling, the mixture was concentrated under vacuum and the residue was purified by chromatography on silica, eluting with a mixture of methanol and DCM (10%). The product was repurified by HPLC...